Dataset: the Open Reaction Database (ORD), a public repository of structured organic reaction records. Task: describe an organic reaction: reactants, conditions, products, and yield Reactants: O[C@@H](C[C@@H]1C=2C=3C(=NC=NC3SC2CC1)OC1CCC(CC1)N(C(OC(C)(C)C)=O)C)C1=NN(C=C1)COCC[Si](C)(C)C (tert-butyl N-(4-[[(3R)-3-[(2S)-2-hydroxy-2-(1-[[2-(trimethylsilyl)ethoxy]methyl]-1H-pyrazol-3-yl)ethyl]-7-thia-9,11-diazatricyclo[6.4.0.0[2,6]]dodeca-1(8),2(6),9,11-tetraen-12-yl]oxy]cyclohexyl)-N-methylcarbamate), Cl (hydrochloric acid). The solvent is ClCCl (dichloromethane). Run at temperature 0 celsius. Product: Cl.CNC1CCC(CC1)OC1=NC=NC=2SC=3CC[C@@H](C3C12)C[C@H](O)C1=NNC=C1 ((1S)-2-[(3R)-12-[[4-(methylamino)cyclohexyl]oxy]-7-thia-9,11-diazatricyclo[6.4.0.0[2,6]]dodeca-1(8),2(6),9,11-tetraen-3-yl]-1-(1H-pyrazol-3-yl)ethan-1-ol hydrochloride). Reaction SMILES: [OH:1][C@H:2]([C:32]1[CH:36]=[CH:35][N:34](COCC[Si](C)(C)C)[N:33]=1)[CH2:3][C@H:4]1[CH2:15][CH2:14][C:13]2[S:12][C:11]3[N:10]=[CH:9][N:8]=[C:7]([O:16][CH:17]4[CH2:22][CH2:21][CH:20]([N:23](C)[C:24](=O)OC(C)(C)C)[CH2:19][CH2:18]4)[C:6]=3[C:5]1=2.[ClH:45]>ClCCl>[ClH:45].[CH3:24][NH:23][CH:20]1[CH2:19][CH2:18][CH:17]([O:16][C:7]2[C:6]3[C:5]4[C@@H:4]([CH2:3][C@@H:2]([C:32]5[CH:36]=[CH:35][NH:34][N:33]=5)[OH:1])[CH2:15][CH2:14][C:13]=4[S:12][C:11]=3[N:10]=[CH:9][N:8]=2)[CH2:22][CH2:21]1 |f:3.4|. Procedure: A solution of tert-butyl N-(4-[[(3R)-3-[(2R)-2-hydroxy-2-(1-[[2-(trimethylsilyl)ethoxy]methyl]-1H-pyrazol-3-yl)ethyl]-7-thia-9,11-diazatricyclo[6.4.0.0[2,6]]dodeca-1(8),2(6),9,11-tetraen-12-yl]oxy]cyclohexyl)-N-methylcarbamate (70 mg, 0.11 mmol, 1.00 equiv) in dichloromethane (10 mL) was added hydrochloric acid (2 M, 1 mL) with stirring at 0° C. The resulting solution was stirred for 24 h at room temperature and concentrated under vacuum to give 60 mg of the crude (1R)-2-[(3R)-12-[[4-(methylamin... The reactants are ClC=1C=C2C=NN(C2=C(C1)CO)CC(C)C ((5-Chloro-1-isobutyl-1H-indazole-7-yl)-methanol), CCN(C(C)C)C(C)C (DIPEA), CS(=O)(=O)OS(=O)(=O)C (methane sulfonic anhydride), resulting mixture. The solvent is ClCCl (dichloromethane). Yields the product ClC=1C=C2C=NN(C2=C(C1)CC#N)CC(C)C (2-(5-Chloro-1-isobutyl-indazol-7-yl)acetonitrile). As a reaction SMILES: [Cl:1][C:2]1[CH:3]=[C:4]2[C:8](=[C:9]([CH2:11]O)[CH:10]=1)[N:7]([CH2:13][CH:14]([CH3:16])[CH3:15])[N:6]=[CH:5]2.C[CH2:18][N:19](C(C)C)C(C)C.CS(OS(C)(=O)=O)(=O)=O>ClCCl>[Cl:1][C:2]1[CH:3]=[C:4]2[C:8](=[C:9]([CH2:11][C:18]#[N:19])[CH:10]=1)[N:7]([CH2:13][CH:14]([CH3:16])[CH3:15])[N:6]=[CH:5]2. Procedure: To a solution of compound 17 (1 g, 4.2 mmol), at room temperature and under nitrogen atmosphere, in dry dichloromethane (10 mL) were added DIPEA (0.8 mL, 4.62 mmol) and methane sulfonic anhydride. (0.8 g, 4.62 mmol) The resulting mixture was stirred for 2 h. Then, the reaction mixture was quenched with water and the mixture was extracted with more dichloromethane. The organic layer was separated, washed with Brine, dried (MgSO4), filtered and the solvent evaporated to give the desired product as... The reactants are CC(C#CC=CCN(C)CC=1C=C(C=CC1)C(C)(C)O)(C)C (2-[3-{N-(6,6-Dimethyl-2-hepten-4-ynyl)-N-methylaminomethyl}phenyl]-2-propanol), S(=O)(Cl)Cl (thionyl chloride), N1=CC=CC=C1 (pyridine). Run at time 15 minute. The product is CC(C#C/C=C/CN(C)CC1=C(C=CC=C1)C(=C)C)(C)C (trans-N-(6,6-Dimethyl-2-hepten-4-ynyl)-N-methyl-(2-isopropenylbenzyl)amine). The yield is 40.8%. As a reaction SMILES: [CH3:1][C:2]([CH3:22])([CH3:21])[C:3]#[C:4][CH:5]=[CH:6][CH2:7][N:8]([CH2:10][C:11]1[CH:12]=[C:13](C(O)(C)C)[CH:14]=[CH:15][CH:16]=1)[CH3:9].S(Cl)(Cl)=O.N1C=C[CH:30]=[CH:29][CH:28]=1>>[CH3:22][C:2]([CH3:1])([CH3:21])[C:3]#[C:4]/[CH:5]=[CH:6]/[CH2:7][N:8]([CH2:10][C:11]1[CH:16]=[CH:15][CH:14]=[CH:13][C:12]=1[C:29]([CH3:30])=[CH2:28])[CH3:9]. Procedure details: A mixture of pyridine (10 ml), Compound 37 (940 mg; 3.1 mmol), and thionyl chloride (1.12 g; 9.4 mmol) was stirred for 15 minutes while being cooled with ice, and then stirred for 15 minutes at room temperature. Subsequently, unreacted pyridine and thionyl chloride were evaporated under reduced pressure, and saturated aqueous sodium bicarbonate solution was added thereto. The mixture was extracted with ether twice (70 ml and 50 ml), and the combined organic layer was washed with saturated brine,... Reaction SMILES: [C:1](#[N:2])[c:3]1[c:4](-[c:9]2[cH:10][c:11]3[c:12]([n:13]([CH:16]([CH2:17][CH2:18][CH2:19][CH2:20][CH3:21])[c:22]4[n:23]([CH2:27][C:28](=[O:29])[O:30][CH2:31][CH3:32])[cH:24][cH:25][n:26]4)[cH:14][n:15]3)[cH:33][cH:34]2)[cH:5][cH:6][cH:7][cH:8]1.[CH3:37][CH2:38][OH:39].[Na+:36].[OH-:35]>>[C:1](#[N:2])[c:3]1[c:4](-[c:9]2[cH:10][c:11]3[c:12]([n:13]([CH:16]([CH2:17][CH2:18][CH2:19][CH2:20][CH3:21])[c:22]4[n:23]([CH2:27][C:28](=[O:29])[OH:30])[cH:24][cH:25][n:26]4)[cH:14][n:15]3)[cH:33][cH:34]2)[cH:5][cH:6][cH:7][cH:8]1. Starting materials: CCCCCC(c1nccn1CC(=O)OCC)n1cnc2cc(-c3ccccc3C#N)ccc21, CCO, [Na+], [OH-]. Product: CCCCCC(c1nccn1CC(=O)O)n1cnc2cc(-c3ccccc3C#N)ccc21. The reactants are CN(CC1OC(n2cnc3c(N)ncnc32)C2OC(C)(C)OC12)C1CC(COS(C)(=O)=O)C1, [N-]=[N+]=[N-], [Na+], CN(C)C=O, O. Yields the product CN(CC1OC(n2cnc3c(N)ncnc32)C2OC(C)(C)OC12)C1CC(CN=[N+]=[N-])C1. Reaction SMILES: [CH3:1][S:2]([O:3][CH2:6][CH:7]1[CH2:8][CH:9]([N:11]([CH3:12])[CH2:13][CH:14]2[O:15][CH:16]([n:24]3[c:25]4[n:26][cH:27][n:28][c:29]([NH2:33])[c:30]4[n:31][cH:32]3)[CH:17]3[O:18][C:19]([CH3:22])([CH3:23])[O:20][CH:21]23)[CH2:10]1)(=[O:4])=[O:5].[N-:34]=[N+:35]=[N-:36].[Na+:37].[O:39]=[CH:40][N:41]([CH3:42])[CH3:43].[OH2:38]>>[CH2:6]([CH:7]1[CH2:8][CH:9]([N:11]([CH3:12])[CH2:13][CH:14]2[O:15][CH:16]([n:24]3[c:25]4[n:26][cH:27][n:28][c:29]([NH2:33])[c:30]4[n:31][cH:32]3)[CH:17]3[O:18][C:19]([CH3:22])([CH3:23])[O:20][CH:21]23)[CH2:10]1)[N:34]=[N+:35]=[N-:36].